This data is from the Open Reaction Database (ORD), a public repository of structured organic reaction records. The task is: describe an organic reaction: reactants, conditions, products, and yield Reactants: CCO, [H][H], C=Cc1nc(C(=O)OC)c(Cl)c(N)c1F. The product is CCc1nc(C(=O)OC)c(Cl)c(N)c1F. RXN SMILES: [CH3:18][CH2:19][OH:20].[H:16][H:17].[NH2:1][c:2]1[c:3]([Cl:15])[c:4]([C:11](=[O:12])[O:13][CH3:14])[n:5][c:6]([CH:9]=[CH2:10])[c:7]1[F:8]>>[NH2:1][c:2]1[c:3]([Cl:15])[c:4]([C:11](=[O:12])[O:13][CH3:14])[n:5][c:6]([CH2:9][CH3:10])[c:7]1[F:8].